The task is: describe an organic reaction: reactants, conditions, products, and yield. This data is from the Open Reaction Database (ORD), a public repository of structured organic reaction records. Starting materials: C[O-], CO, Cc1nc2nccc(Cl)c2cc1C(=O)NCc1cccc(C(F)(F)F)c1, [Na+]. Product: COc1ccnc2nc(C)c(C(=O)NCc3cccc(C(F)(F)F)c3)cc12. As a reaction SMILES: [CH3:27][O-:28].[CH3:30][OH:31].[Cl:1][c:2]1[c:3]2[cH:4][c:5]([C:13](=[O:14])[NH:15][CH2:16][c:17]3[cH:18][c:19]([C:23]([F:24])([F:25])[F:26])[cH:20][cH:21][cH:22]3)[c:6]([CH3:12])[n:7][c:8]2[n:9][cH:10][cH:11]1.[Na+:29]>>[c:2]1([O:28][CH3:27])[c:3]2[cH:4][c:5]([C:13](=[O:14])[NH:15][CH2:16][c:17]3[cH:18][c:19]([C:23]([F:24])([F:25])[F:26])[cH:20][cH:21][cH:22]3)[c:6]([CH3:12])[n:7][c:8]2[n:9][cH:10][cH:11]1. Reactants: FC(C(=O)O)(F)F.O=C1CC2(CCN(CC2)C(=O)[C@@H](CCCC2=CC=CC=C2)NC(C(C)(C)N)=O)C2=CC=CC=C12 (N-[1(R)-[(2,3-Dihydro-3-oxo-spiro[1H-indene-1,4'-piperdin]-1'-yl)carbonyl]-4-phenylbutyl]-2-amino-2-methylpropanamide trifluoroactate), [BH4-].[Na+] (sodium borohydride), C([O-])(O)=O.[Na+] (sodium bicarbonate). The solvent is CO (methanol). Reaction conditions: time 1 hour. Product: OC1CC2(CCN(CC2)C(=O)[C@@H](CCCC2=CC=CC=C2)NC(C(C)(C)N)=O)C2=CC=CC=C12 (N-[1(R)-[(2,3-Dihydro-3(RS)-hydroxyspiro[1H-indene-1,4'-piperdin]-1'-yl) carbonyl]-4-phenylbutyl]-2-amino-2-methylpropanamide). Reaction SMILES: FC(F)(F)C(O)=O.[O:8]=[C:9]1[C:41]2[C:36](=[CH:37][CH:38]=[CH:39][CH:40]=2)[C:11]2([CH2:16][CH2:15][N:14]([C:17]([C@H:19]([NH:29][C:30](=[O:35])[C:31]([NH2:34])([CH3:33])[CH3:32])[CH2:20][CH2:21][CH2:22][C:23]3[CH:28]=[CH:27][CH:26]=[CH:25][CH:24]=3)=[O:18])[CH2:13][CH2:12]2)[CH2:10]1.[BH4-].[Na+].C(=O)(O)[O-].[Na+]>CO>[OH:8][CH:9]1[C:41]2[C:36](=[CH:37][CH:38]=[CH:39][CH:40]=2)[C:11]2([CH2:16][CH2:15][N:14]([C:17]([C@H:19]([NH:29][C:30](=[O:35])[C:31]([NH2:34])([CH3:33])[CH3:32])[CH2:20][CH2:21][CH2:22][C:23]3[CH:24]=[CH:25][CH:26]=[CH:27][CH:28]=3)=[O:18])[CH2:13][CH2:12]2)[CH2:10]1 |f:0.1,2.3,4.5|. Procedure: To a solution of 74 mg of N-[1(R)-[(2,3-Dihydro-3-oxo-spiro[1H-indene-1,4'-piperdin]-1'-yl)carbonyl]-4-phenylbutyl]-2-amino-2-methylpropanamide trifluoroactate (prepared as described in Example 74) in 10 mL of methanol 0° C. was added 37 mg of sodium borohydride and stirred for 1 h. The reaction was poured into 5 mL of saturated aqueous sodium bicarbonate solution and extracted with chloroform (3×10 mL). The combined organics were washed with brine (5 mL), dried over anhydrous potassium carbonat... The reactants are NCC1=CC=C(C=C1)S(=O)(=O)NC1=NC2=CC=CC=C2N=C1NC1=C(C(=CC(=C1)OC)OC)OCCCO (4-aminomethyl-N-{3-[2-(3-hydroxypropoxy)-3,5-dimethoxyphenylamino]-quinoxalin-2-yl}benzenesulfonamide), C(C)(=O)O (acetic acid), O (water). Run in CN(C)C=O (DMF). Product: OCCCOC1=C(C=C(C=C1OC)OC)NC=1C(=NC2=CC=CC=C2N1)NS(=O)(=O)C1=CC=C(CNC(C)=O)C=C1 (N-(4-{3-[2-(3-hydroxypropoxy)-3,5-dimethoxyphenylamino]quinoxalin-2-ylsulfamoyl}benzyl)acetamide). The yield is 41.0%. As a reaction SMILES: [NH2:1][CH2:2][C:3]1[CH:8]=[CH:7][C:6]([S:9]([NH:12][C:13]2[C:22]([NH:23][C:24]3[CH:29]=[C:28]([O:30][CH3:31])[CH:27]=[C:26]([O:32][CH3:33])[C:25]=3[O:34][CH2:35][CH2:36][CH2:37][OH:38])=[N:21][C:20]3[C:15](=[CH:16][CH:17]=[CH:18][CH:19]=3)[N:14]=2)(=[O:11])=[O:10])=[CH:5][CH:4]=1.[C:39](O)(=[O:41])[CH3:40].O>CN(C=O)C>[OH:38][CH2:37][CH2:36][CH2:35][O:34][C:25]1[C:26]([O:32][CH3:33])=[CH:27][C:28]([O:30][CH3:31])=[CH:29][C:24]=1[NH:23][C:22]1[C:13]([NH:12][S:9]([C:6]2[CH:7]=[CH:8][C:3]([CH2:2][NH:1][C:39](=[O:41])[CH3:40])=[CH:4][CH:5]=2)(=[O:11])=[O:10])=[N:14][C:15]2[C:20]([N:21]=1)=[CH:19][CH:18]=[CH:17][CH:16]=2. Procedure: 100 mg of 4-aminomethyl-N-{3-[2-(3-hydroxypropoxy)-3,5-dimethoxyphenylamino]-quinoxalin-2-yl}benzenesulfonamide (content 82%), 37 mg of DAPECI and 8.7 l of acetic acid in 1 ml of DMF are stirred at RT overnight in a screw-cap vial. The reaction solution is poured into water, and the deposited precipitate is filtered off with suction. Purification by preparative HPLC on silica gel RP18 (acetonitrile, water) gives a total of 39 mg of N-(4-{3-[2-(3-hydroxypropoxy)-3,5-dimethoxyphenylamino]quinoxali...